From a dataset of the Open Reaction Database (ORD), a public repository of structured organic reaction records. describe an organic reaction: reactants, conditions, products, and yield The reactants are [N+](=O)([O-])C1=CC=C(C=C1)S(=O)(=O)CCC1=CC=NC=C1 (4-(2-((4-nitrophenyl)sulfonyl)ethyl)pyridine). Reagents/catalysts: [Pd] (Pd/C). Run in CCO (EtOH). Run at time 3 hour. Yields the product N1=CC=C(C=C1)CCS(=O)(=O)C1=CC=C(N)C=C1 (4-((2-(pyridin-4-yl)ethyl)sulfonyl)aniline). The yield is 50.2%. As a reaction SMILES: [N+:1]([C:4]1[CH:9]=[CH:8][C:7]([S:10]([CH2:13][CH2:14][C:15]2[CH:20]=[CH:19][N:18]=[CH:17][CH:16]=2)(=[O:12])=[O:11])=[CH:6][CH:5]=1)([O-])=O>CCO.[Pd]>[N:18]1[CH:19]=[CH:20][C:15]([CH2:14][CH2:13][S:10]([C:7]2[CH:8]=[CH:9][C:4]([NH2:1])=[CH:5][CH:6]=2)(=[O:12])=[O:11])=[CH:16][CH:17]=1. Procedure: A mixture of 4-(2-((4-nitrophenyl)sulfonyl)ethyl)pyridine (210 mg, 0.76 mmol) and 10% Pd/C (100 mg) in EtOH (100 mL) was stirred at room temperature for 3 h under H2 atmosphere (balloon). The reaction mixture was filtered and the filtrate was concentrated to dryness. The residue was purified by column chromatography on silica gel (MeOH/DCM=1/50) to afford 100 mg of 4-((2-(pyridin-4-yl)ethyl)sulfonyl)aniline as a white solid. 1H NMR (300 MHz, CDCl3) δ 8.48 (m, 2H), 7.67 (m, 2H), 7.05 (m, 2H), 6.7... The reactants are FC1=C(C=CC(=C1)[N+](=O)[O-])OCCOC (2-fluoro-1-(2-methoxyethoxy)-4-nitrobenzene), [Cl-].[NH4+] (ammonium chloride). Reagents/catalysts: [Fe] (iron). The solvent is C(C)O (ethanol), O (water). Product: FC=1C=C(N)C=CC1OCCOC (3-fluoro-4-(2-methoxyethoxy)aniline). Yield: 91.6%. Reaction SMILES: [F:1][C:2]1[CH:7]=[C:6]([N+:8]([O-])=O)[CH:5]=[CH:4][C:3]=1[O:11][CH2:12][CH2:13][O:14][CH3:15].[Cl-].[NH4+]>C(O)C.O.[Fe]>[F:1][C:2]1[CH:7]=[C:6]([CH:5]=[CH:4][C:3]=1[O:11][CH2:12][CH2:13][O:14][CH3:15])[NH2:8] |f:1.2|. Procedure details: A mixture of 2-fluoro-1-(2-methoxyethoxy)-4-nitrobenzene (12.0 g , 55.7 mmol), iron powder (10.3 g, 180 mmol) and ammonium chloride (14.5 g , 270 mmol) in 170 mL of ethanol and 50 mL of water is heated at reflux for 1.5 hours then filtered hot through a pad of Diatomaceous earth, washing with ethanol. The filtrate is cooled to room temperature and the precipitated solids are removed by filtration. The filtrate is concentrated to a small volume and partitioned between ethyl acetate and water. The... The reactants are C1CCOC1, CCOC1COCCC1(OC)OC, CCOC(C)=O, Cl, O. Product: CCOC1COCCC1=O. Reaction SMILES: [CH2:15]1[O:16][CH2:17][CH2:18][CH2:19]1.[CH2:1]([CH3:2])[O:3][CH:4]1[CH2:5][O:6][CH2:7][CH2:8][C:9]1([O:10][CH3:13])[O:11][CH3:12].[CH3:21][CH2:22][O:23][C:24]([CH3:25])=[O:26].[ClH:14].[OH2:20]>>[CH2:1]([CH3:2])[O:3][CH:4]1[CH2:5][O:6][CH2:7][CH2:8][C:9]1=[O:10]. Reactants: C#CCN(c1ccc(C(=O)OC(C)(C)C)cc1)C1CCc2cc3nc(COC(=O)C(C)(C)C)[nH]c(=O)c3cc21, O=C(O)C(F)(F)F. Product: C#CCN(c1ccc(C(=O)O)cc1)C1CCc2cc3nc(COC(=O)C(C)(C)C)[nH]c(=O)c3cc21. As a reaction SMILES: [CH3:1][C:2]([C:3](=[O:4])[O:5][CH2:6][c:7]1[n:8][c:9]2[cH:10][c:11]3[c:12]([cH:13][c:14]2[c:15](=[O:17])[nH:16]1)[CH:18]([N:21]([CH2:22][C:23]#[CH:24])[c:25]1[cH:26][cH:27][c:28]([C:29](=[O:30])[O:31][C:32]([CH3:33])([CH3:34])[CH3:35])[cH:36][cH:37]1)[CH2:19][CH2:20]3)([CH3:38])[CH3:39].[OH:40][C:41]([C:42]([F:43])([F:44])[F:45])=[O:46]>>[CH3:1][C:2]([C:3](=[O:4])[O:5][CH2:6][c:7]1[n:8][c:9]2[cH:10][c:11]3[c:12]([cH:13][c:14]2[c:15](=[O:17])[nH:16]1)[CH:18]([N:21]([CH2:22][C:23]#[CH:24])[c:25]1[cH:26][cH:27][c:28]([C:29](=[O:30])[OH:31])[cH:36][cH:37]1)[CH2:19][CH2:20]3)([CH3:38])[CH3:39]. The reactants are CC(=O)OC1c2ccccc2Oc2ccccc21, Cc1ccccc1, CCN1CCCC(N)C1. Product: CCN1CCCC(NC2c3ccccc3Oc3ccccc32)C1. RXN SMILES: [C:1]([O:2][CH:5]1[c:6]2[cH:7][cH:8][cH:9][cH:10][c:11]2[O:12][c:13]2[cH:14][cH:15][cH:16][cH:17][c:18]21)(=[O:3])[CH3:4].[CH3:28][c:29]1[cH:30][cH:31][cH:32][cH:33][cH:34]1.[NH2:19][CH:20]1[CH2:21][N:22]([CH2:26][CH3:27])[CH2:23][CH2:24][CH2:25]1>>[CH:5]1([NH:19][CH:20]2[CH2:21][N:22]([CH2:26][CH3:27])[CH2:23][CH2:24][CH2:25]2)[c:6]2[cH:7][cH:8][cH:9][cH:10][c:11]2[O:12][c:13]2[cH:14][cH:15][cH:16][cH:17][c:18]21. The solvent is C1CCOC1 (THF). Yield: 65.7%. As a reaction SMILES: C(O[C:6]([NH:8][C@@H:9]([CH2:13][C:14]1[N:15]=[CH:16][NH:17][CH:18]=1)[C:10](O)=[O:11])=O)(C)(C)C.[H-].[H-].[H-].[H-].[Li+].[Al+3]>C1COCC1>[NH:17]1[CH:18]=[C:14]([CH2:13][C@H:9]([NH:8][CH3:6])[CH2:10][OH:11])[N:15]=[CH:16]1 |f:1.2.3.4.5.6|. Reported procedure: To a solution of (S)-2-(tert-butoxycarbonylamino)-3-(1H-imidazol-4-yl)propanoic acid (1.0 g, 3.92 mmol) in THF (20 mL) was added LAH (2 M, 10 mL, 20 mmol) at 0-5° C. The reaction mixture was stirred at 0-5° C. for 30 min and heat to reflux for 2 h. The reaction mixture was cooled to 0-5° C. and quenched with water (0.8 mL), NaOH (0.8 mL), and water (2.4 mL). The resulting suspension was stirred RT for 30 min and filtered. The filtrate was concentrated to give (S)-3-(1H-imidazol-4-yl)-2-(methylam... Conditions: temperature 2.5 celsius, time 30 minute. The product is N1C=NC(=C1)C[C@@H](CO)NC ((S)-3-(1H-imidazol-4-yl)-2-(methylamino)propan-1-ol). Starting materials: C(C)(C)(C)OC(=O)N[C@H](C(=O)O)CC=1N=CNC1 ((S)-2-(tert-butoxycarbonylamino)-3-(1H-imidazol-4-yl)propanoic acid), [H-].[H-].[H-].[H-].[Li+].[Al+3] (LAH). The reactants are [OH-].[Na+] (sodium hydroxide), CC1=CC=2C3=C(NC2C=C1)C1=CC=CC=C1C3 (5,10-Dihydro-8-methylindeno[1,2-b]indole), ice water, C(#N)[BH3-].[Na+] (Sodium cyanoborohydride). Run in C(C)(=O)O (acetic acid). The product is CC1=CC=2[C@@H]3[C@H](NC2C=C1)C1=CC=CC=C1C3 (cis-4b,5,9b,10-Tetrahydro-8 methylindeno[1,2-b]indole). As a reaction SMILES: [CH3:1][C:2]1[CH:10]=[CH:9][C:8]2[NH:7][C:6]3[C:11]4[C:16]([CH2:17][C:5]=3[C:4]=2[CH:3]=1)=[CH:15][CH:14]=[CH:13][CH:12]=4.C([BH3-])#N.[Na+].[OH-].[Na+]>C(O)(=O)C>[CH3:1][C:2]1[CH:10]=[CH:9][C:8]2[NH:7][C@@H:6]3[C:11]4[C:16]([CH2:17][C@@H:5]3[C:4]=2[CH:3]=1)=[CH:15][CH:14]=[CH:13][CH:12]=4 |f:1.2,3.4|. Procedure: 5,10-Dihydro-8-methylindeno[1,2-b]indole (10 g, 46 mmol) was stirred at room temperature in glacial acetic acid (150 cm3). Sodium cyanoborohydride (8.6 g, 3 equivalents) was added portionwise over a period of 30 minutes. The reaction was stirred for a further hour, and then poured into ice/water (200 cm3). After stirring for 30 minutes, the acidic solution was made basic by the addition of sodium hydroxide, and the colourless solid thus formed collected by filtration. This solid was washed copio...